describe an organic reaction: reactants, conditions, products, and yield From a dataset of the Open Reaction Database (ORD), a public repository of structured organic reaction records. The reactants are O=S(=O)(Cl)CCl, CC(C)CCn1c(=O)c(C2=NS(=O)(=O)c3cc(N)ccc3N2)c(O)c2cccnc21, c1ccncc1. The product is CC(C)CCn1c(=O)c(C2=NS(=O)(=O)c3cc(NS(=O)(=O)CCl)ccc3N2)c(O)c2cccnc21. As a reaction SMILES: [Cl:31][CH2:32][S:33](=[O:34])(=[O:35])[Cl:36].[NH2:1][c:2]1[cH:3][c:4]2[c:5]([cH:29][cH:30]1)[NH:6][C:7]([c:12]1[c:13](=[O:28])[n:14]([CH2:23][CH2:24][CH:25]([CH3:26])[CH3:27])[c:15]3[n:16][cH:17][cH:18][cH:19][c:20]3[c:21]1[OH:22])=[N:8][S:9]2(=[O:10])=[O:11].[cH:37]1[cH:38][cH:39][n:40][cH:41][cH:42]1>>[NH:1]([c:2]1[cH:3][c:4]2[c:5]([cH:29][cH:30]1)[NH:6][C:7]([c:12]1[c:13](=[O:28])[n:14]([CH2:23][CH2:24][CH:25]([CH3:26])[CH3:27])[c:15]3[n:16][cH:17][cH:18][cH:19][c:20]3[c:21]1[OH:22])=[N:8][S:9]2(=[O:10])=[O:11])[S:33]([CH2:32][Cl:31])(=[O:34])=[O:35].